From a dataset of the Open Reaction Database (ORD), a public repository of structured organic reaction records. describe an organic reaction: reactants, conditions, products, and yield The reactants are CC(C)(C)OC(=O)NC(CC1CCCCC1)C(O)C(=O)O, C1COCCN1, CCOC(C)=O, C(=NC1CCCCC1)=NC1CCCCC1, On1nnc2ccccc21. Yields the product CC(C)(C)OC(=O)NC(CC1CCCCC1)C(O)C(=O)N1CCOCC1. RXN SMILES: [C:1]([CH3:2])([CH3:3])([CH3:4])[O:5][C:6](=[O:7])[NH:8][CH:9]([CH:10]([C:11](=[O:12])[OH:13])[OH:14])[CH2:15][CH:16]1[CH2:17][CH2:18][CH2:19][CH2:20][CH2:21]1.[CH2:22]1[CH2:23][O:24][CH2:25][CH2:26][NH:27]1.[CH3:53][CH2:54][O:55][C:56](=[O:57])[CH3:58].[CH:38]1([N:39]=[C:40]=[N:41][CH:42]2[CH2:43][CH2:44][CH2:45][CH2:46][CH2:47]2)[CH2:48][CH2:49][CH2:50][CH2:51][CH2:52]1.[OH:28][n:29]1[c:30]2[cH:31][cH:32][cH:33][cH:34][c:35]2[n:36][n:37]1>>[C:1]([CH3:2])([CH3:3])([CH3:4])[O:5][C:6](=[O:7])[NH:8][CH:9]([CH:10]([C:11](=[O:13])[N:27]1[CH2:22][CH2:23][O:24][CH2:25][CH2:26]1)[OH:14])[CH2:15][CH:16]1[CH2:17][CH2:18][CH2:19][CH2:20][CH2:21]1. The reactants are CCS(=O)(=O)Cl, Nc1ccccc1SC1CCCCC1, Cl, O, c1ccncc1. The product is CCS(=O)(=O)Nc1ccccc1SC1CCCCC1. Reaction SMILES: [CH2:15]([CH3:16])[S:17](=[O:18])(=[O:19])[Cl:20].[CH:1]1([S:7][c:8]2[c:9]([NH2:10])[cH:11][cH:12][cH:13][cH:14]2)[CH2:2][CH2:3][CH2:4][CH2:5][CH2:6]1.[ClH:22].[OH2:21].[cH:23]1[cH:24][cH:25][n:26][cH:27][cH:28]1>>[CH:1]1([S:7][c:8]2[c:9]([NH:10][S:17]([CH2:15][CH3:16])(=[O:18])=[O:19])[cH:11][cH:12][cH:13][cH:14]2)[CH2:2][CH2:3][CH2:4][CH2:5][CH2:6]1. The solvent is CO (methanol). The reactants are FC(C(OC=1C=CC(=NC1)C#N)C)(F)F ((±)-5-(2,2,2-trifluoro-1-methyl-ethoxy)-pyridine-2-carbonitrile), FC(C(=O)O)(F)F (trifluoroacetic acid), [H][H] (hydrogen). Reagents/catalysts: [Pd] (Pd/C). Yields the product NCC1=NC=C(C=C1)OC(C(F)(F)F)C ((±)-2-Aminomethyl-5-(2,2,2-trifluoro-1-methyl-ethoxy)-pyridine). Procedure: Add (±)-5-(2,2,2-trifluoro-1-methyl-ethoxy)-pyridine-2-carbonitrile (810 mg, 3.7 mmol), 10% Pd/C (Degussa type E101, 50% water by wt, 300 mg), and trifluoroacetic acid (4 mL) in methanol (50 mL) to a pressure vessel. Pressurize the vessel to 40 psi with hydrogen for 0.25 h. Filter the mixture through Celite® and wash the cake with warm ethanol followed by DCM under a nitrogen atmosphere. Concentrate in vacuo to obtain the crude product as a trifluoroacetic acid salt. Prepare the free base with S... As a reaction SMILES: [F:1][C:2]([F:15])([F:14])[CH:3]([CH3:13])[O:4][C:5]1[CH:6]=[CH:7][C:8]([C:11]#[N:12])=[N:9][CH:10]=1.FC(F)(F)C(O)=O.[H][H]>CO.[Pd]>[NH2:12][CH2:11][C:8]1[CH:7]=[CH:6][C:5]([O:4][CH:3]([CH3:13])[C:2]([F:15])([F:1])[F:14])=[CH:10][N:9]=1. The reactants are solution, C(CCC)[Li] (n-butyllithium), C[Si](C#CCN=C([O-])C1=CC=CC=C1)(C)C (N-(3-trimethylsilylprop-2-ynyl)benzenecarboximidate), C(C)(C)[N-]C(C)C.[Li+] (lithium diisopropylamide), C(C)(C)[N-]C(C)C (diisopropylamide), solution, C(CCC)[Li] (n-butyllithium), N-(3-bromopropyl)benzylimine, ClC(=O)OC (methyl chloroformate). Run in CCOCC (ether), O1CCCC1 (tetrahydrofuran), O1CCCC1 (tetrahydrofuran), [Cl-].[Na+].O (brine). Run at temperature -70 celsius, time 2 hour. Product: C(#C)C(C(=O)O)(CCCN)N (α-ethynyl-α,δ-diaminovaleric acid). Reaction SMILES: C[Si](C)(C)C#CC[N:6]=[C:7]([C:9]1C=[CH:13][CH:12]=[CH:11][CH:10]=1)[O-].C([N-:20]C(C)C)(C)C.[Li+].C([N-]C(C)C)(C)C.C([Li])CCC.Cl[C:38]([O:40]C)=[O:39]>O1CCCC1.[Cl-].[Na+].O.CCOCC>[C:12]([C:11]([NH2:20])([CH2:10][CH2:9][CH2:7][NH2:6])[C:38]([OH:40])=[O:39])#[CH:13] |f:1.2,7.8.9|. Procedure details: 11.8 g (0.048 M) of N-(3-trimethylsilylprop-2-ynyl)benzenecarboximidate in 20 ml of tetrahydrofuran is added to lithium diisopropylamide, prepared from 4.9 g (6.78 ml, 0.048 M) of diisopropylamide in 60 ml of tetrahydrofuran and 23.6 ml of a 2.05 M solution of n-butyllithium at -70° C. after which 9.5 g (0.042 M) of N-(3-bromopropyl)benzylimine is added, and the mixture is stirred at -70° C. for 51/2 hours. To the reaction mixture is added 23.6 ml of a 2.05 M solution of n-butyllithium followed ... Product: CC(=O)N1C(C)CN(c2ccc([N+](=O)[O-])cc2)CC1C. Reaction SMILES: [CH3:18][C:19]([Cl:20])=[O:21].[CH3:1][CH:2]1[CH2:3][N:4]([c:9]2[cH:10][cH:11][c:12]([N+:15](=[O:16])[O-:17])[cH:13][cH:14]2)[CH2:5][CH:6]([CH3:8])[NH:7]1>>[CH3:1][CH:2]1[CH2:3][N:4]([c:9]2[cH:10][cH:11][c:12]([N+:15](=[O:16])[O-:17])[cH:13][cH:14]2)[CH2:5][CH:6]([CH3:8])[N:7]1[C:19]([CH3:18])=[O:21]. Reactants: CC(=O)Cl, CC1CN(c2ccc([N+](=O)[O-])cc2)CC(C)N1.